Dataset: the Open Reaction Database (ORD), a public repository of structured organic reaction records. Task: describe an organic reaction: reactants, conditions, products, and yield As a reaction SMILES: [C:1]([O:5][C:6]([NH:8][CH2:9][CH2:10][C:11]1[C:19]2[C:14](=[CH:15][CH:16]=[C:17]([OH:20])[CH:18]=2)[NH:13][CH:12]=1)=[O:7])([CH3:4])([CH3:3])[CH3:2].[Br:21][CH:22]([CH2:24][CH2:25][CH:26](Br)[CH3:27])[CH3:23].C(=O)([O-])[O-].[K+].[K+].C(OCC)(=O)C>C(#N)C>[C:1]([O:5][C:6]([NH:8][CH2:9][CH2:10][C:11]1[C:19]2[C:14](=[CH:15][CH:16]=[C:17]([O:20][CH:26]([CH3:27])[CH2:25][CH2:24][CH:22]([Br:21])[CH3:23])[CH:18]=2)[NH:13][CH:12]=1)=[O:7])([CH3:4])([CH3:2])[CH3:3] |f:2.3.4|. Reported procedure: To a solution of 3-[2-(t-butyloxycarbonylamino)ethyl]-5-hydroxy-1H-indole (1.34 g, 4.86 mmol) in acetonitrile (50 mL) were added 2,5-dibromohexane (2.4 g, 9.72 mmol) and potassium carbonate (1.3 g, 9.72 mmol) and the resulting mixture was stirred at reflux for 60 hours. After cooling to room temperature, the solution was poured into ethyl acetate (40 mL), washed with water (40 mL), dried over sodium sulfate and evaporated to dryness. Column chromatography on silica gel using hexane/ethyl acetate... The solvent is C(C)#N (acetonitrile). The yield is 30.4%. The product is C(C)(C)(C)OC(=O)NCCC1=CNC2=CC=C(C=C12)OC(CCC(C)Br)C (3-[2-(t-Butyloxycarbonylamino)ethyl]-5-(4-bromo-1-methylpentyloxy)-1H-indol). The reactants are C(C)(C)(C)OC(=O)NCCC1=CNC2=CC=C(C=C12)O (3-[2-(t-butyloxycarbonylamino)ethyl]-5-hydroxy-1H-indole), BrC(C)CCC(C)Br (2,5-dibromohexane), C([O-])([O-])=O.[K+].[K+] (potassium carbonate), C(C)(=O)OCC (ethyl acetate). Reactants: BrC=1C=C2C(=NC1)N=C(N2COCC[Si](C)(C)C)C (6-bromo-2-methyl-1-({[2-(trimethylsilyl)ethyl]oxy}methyl)-1H-imidazo[4,5-b]pyridine), CC1(CC=2C(=NC=NC2CC1)N1CCOC2=C(C1)C=C(C=C2)B(O)O)C ([4-(6,6-dimethyl-5,6,7,8-tetrahydroquinazolin-4-yl)-2,3,4,5-tetrahydro-1,4-benzoxazepin-7-yl]boronic acid), C(C)(C)N(C(C)C)CC (N,N-diisopropylethylamine), O (water). The reagents and catalysts are C1=CC=C(C=C1)P([C-]2C=CC=C2)C3=CC=CC=C3.C1=CC=C(C=C1)P([C-]2C=CC=C2)C3=CC=CC=C3.Cl[Pd]Cl.[Fe+2] ([1,1′-bis(diphenylphosphino)ferrocene]dichloropalladium(II)). Run in CN(C=O)C (N,N-dimethylformamide), C(C)(=O)OCC (ethyl acetate). Reaction conditions: temperature 95 celsius, time 16 hour. Yields the product CC1(CC=2C(=NC=NC2CC1)N1CCOC2=C(C1)C=C(C=C2)C=2C=C1C(=NC2)N=C(N1COCC[Si](C)(C)C)C)C (4-(6,6-dimethyl-5,6,7,8-tetrahydroquinazolin-4-yl)-7-[2-methyl-1-({[2-(trimethylsilyl)ethyl]oxy}methyl)-1H-imidazo[4,5-b]pyridin-6-yl]-2,3,4,5-tetrahydro-1,4-benzoxazepine). Yield: 72.8%. As a reaction SMILES: Br[C:2]1[CH:3]=[C:4]2[N:10]([CH2:11][O:12][CH2:13][CH2:14][Si:15]([CH3:18])([CH3:17])[CH3:16])[C:9]([CH3:19])=[N:8][C:5]2=[N:6][CH:7]=1.[CH3:20][C:21]1([CH3:45])[CH2:30][CH2:29][C:28]2[N:27]=[CH:26][N:25]=[C:24]([N:31]3[CH2:37][C:36]4[CH:38]=[C:39](B(O)O)[CH:40]=[CH:41][C:35]=4[O:34][CH2:33][CH2:32]3)[C:23]=2[CH2:22]1.C(N(CC)C(C)C)(C)C.O>CN(C)C=O.C(OCC)(=O)C.C1C=CC(P(C2C=CC=CC=2)[C-]2C=CC=C2)=CC=1.C1C=CC(P(C2C=CC=CC=2)[C-]2C=CC=C2)=CC=1.Cl[Pd]Cl.[Fe+2]>[CH3:20][C:21]1([CH3:45])[CH2:30][CH2:29][C:28]2[N:27]=[CH:26][N:25]=[C:24]([N:31]3[CH2:37][C:36]4[CH:38]=[C:39]([C:2]5[CH:3]=[C:4]6[N:10]([CH2:11][O:12][CH2:13][CH2:14][Si:15]([CH3:18])([CH3:17])[CH3:16])[C:9]([CH3:19])=[N:8][C:5]6=[N:6][CH:7]=5)[CH:40]=[CH:41][C:35]=4[O:34][CH2:33][CH2:32]3)[C:23]=2[CH2:22]1 |f:6.7.8.9|. Procedure details: A solution of 6-bromo-2-methyl-1-({[2-(trimethylsilyl)ethyl]oxy}methyl)-1H-imidazo[4,5-b]pyridine (reagent preparation 35) (0.43 g, 1.30 mmol), [4-(6,6-dimethyl-5,6,7,8-tetrahydroquinazolin-4-yl)-2,3,4,5-tetrahydro-1,4-benzoxazepin-7-yl]boronic acid (reagent preparation 23) (0.45 g, 1.30 mmol) and N,N-diisopropylethylamine (1.10 mL, 6.50 mmol) in N,N-dimethylformamide (4 mL), and water (1 mL) was degassed by bubbling nitrogen gas for five minutes followed by the addition of [1,1′-bis(diphenylpho... Reactants: C1CCOC1, O, Nc1ccc(CN2C(=O)C=C(CCO)Sc3ccccc32)cc1, O=C(Cl)c1ccccc1-c1ccccc1, O=C(O)c1ccccc1-c1ccccc1. Yields the product O=C(Nc1ccc(CN2C(=O)C=C(CCO)Sc3ccccc32)cc1)c1ccccc1-c1ccccc1. Reaction SMILES: [CH2:55]1[O:56][CH2:57][CH2:58][CH2:59]1.[OH2:54].[OH:1][CH2:2][CH2:3][C:4]1=[CH:10][C:9](=[O:11])[N:8]([CH2:12][c:13]2[cH:14][cH:15][c:16]([NH2:19])[cH:17][cH:18]2)[c:7]2[c:6]([cH:23][cH:22][cH:21][cH:20]2)[S:5]1.[c:24]1(-[c:30]2[c:31]([C:32](=[O:33])[Cl:34])[cH:35][cH:36][cH:37][cH:38]2)[cH:25][cH:26][cH:27][cH:28][cH:29]1.[c:39]1(-[c:40]2[cH:41][cH:42][cH:43][cH:44][cH:45]2)[c:46]([C:47]([OH:48])=[O:49])[cH:50][cH:51][cH:52][cH:53]1>>[OH:1][CH2:2][CH2:3][C:4]1=[CH:10][C:9](=[O:11])[N:8]([CH2:12][c:13]2[cH:14][cH:15][c:16]([NH:19][C:32]([c:31]3[c:30](-[c:24]4[cH:25][cH:26][cH:27][cH:28][cH:29]4)[cH:38][cH:37][cH:36][cH:35]3)=[O:33])[cH:17][cH:18]2)[c:7]2[c:6]([cH:23][cH:22][cH:21][cH:20]2)[S:5]1. The reactants are [Al+3], COC(=O)c1cncc(OCc2ccccc2)c1, C1CCOC1, [H-], [H-], [H-], [H-], [Li+]. Product: OCc1cncc(OCc2ccccc2)c1. As a reaction SMILES: [Al+3:20].[CH2:1]([c:2]1[cH:3][cH:4][cH:5][cH:6][cH:7]1)[O:8][c:9]1[cH:10][n:11][cH:12][c:13]([C:14](=[O:15])[O:16][CH3:17])[cH:18]1.[CH2:25]1[O:26][CH2:27][CH2:28][CH2:29]1.[H-:19].[H-:22].[H-:23].[H-:24].[Li+:21]>>[CH2:1]([c:2]1[cH:3][cH:4][cH:5][cH:6][cH:7]1)[O:8][c:9]1[cH:10][n:11][cH:12][c:13]([CH2:14][OH:15])[cH:18]1. The reactants are [N+](=O)([O-])C=1C=C(CN2C=NC=C2)C=CC1 (1-(3-nitrobenzyl)imidazole). Reagents/catalysts: [Pd] (palladium on charcoal). Run in C(C)O (ethanol). Reaction conditions: time 0.25 hour. The product is NC=1C=C(CN2C=NC=C2)C=CC1 (1-(3-aminobenzyl)imidazole). RXN SMILES: [N+:1]([C:4]1[CH:5]=[C:6]([CH:13]=[CH:14][CH:15]=1)[CH2:7][N:8]1[CH:12]=[CH:11][N:10]=[CH:9]1)([O-])=O>[Pd].C(O)C>[NH2:1][C:4]1[CH:5]=[C:6]([CH:13]=[CH:14][CH:15]=1)[CH2:7][N:8]1[CH:12]=[CH:11][N:10]=[CH:9]1. Reported procedure: A mixture of 1-(3-nitrobenzyl)imidazole (0.5 g, 0.0025 mol) and palladium on charcoal (0.05 g, 10%) in dry ethanol (20 ml) was stirred under an atmosphere of hydrogen for 0.25 h. The reaction mixture was then filtered through Hyflo-supercel, and the ethanol was evaporated under reduced pressure to give a colourless oil. The oil was distilled to yield 1-(3-aminobenzyl)imidazole, b.p. 160°/0.01 mm Hg, which solidified on cooling. Recrystallisation of the solid from toluene gave the product as a wh... Starting materials: C[Si](CCCCCCCCO)(C#C[Si](C)(C)C)C (8-(Dimethyl-trimethylsilanylethynyl-silanyl)-octan-1-ol). The reagents and catalysts are [OH-].[OH-].[Pd+2] (palladium hydroxide on charcoal). Run in C(C)O (ethanol), C(C)(=O)OCC (ethyl acetate). Run at time 24 hour. The product is C[Si](CCCCCCCCO)(CC[Si](C)(C)C)C (8-[Dimethyl-(2-trimethylsilanyl-ethyl)-silanyl]-octan-1-ol). Reaction SMILES: [CH3:1][Si:2]([CH3:18])([C:12]#[C:13][Si:14]([CH3:17])([CH3:16])[CH3:15])[CH2:3][CH2:4][CH2:5][CH2:6][CH2:7][CH2:8][CH2:9][CH2:10][OH:11]>C(O)C.C(OCC)(=O)C.[OH-].[OH-].[Pd+2]>[CH3:18][Si:2]([CH3:1])([CH2:12][CH2:13][Si:14]([CH3:15])([CH3:16])[CH3:17])[CH2:3][CH2:4][CH2:5][CH2:6][CH2:7][CH2:8][CH2:9][CH2:10][OH:11] |f:3.4.5|. Reported procedure: A suspension of compound 15 (15.21 g, 0.0535 mol) and palladium hydroxide on charcoal (1.85 g, 1.60 mmol) in ethanol and ethyl acetate (120 ml, 1:1) was stirred under an atmosphere of hydrogen for 24 h at room temperature. The reaction mixture was filtered (celite) and the solvent roved in vacuo to yield a clear oil. Reactants: C(C)(C)N(C(C)C)CC (N,N-diisopropylethylamine), C(C)(C)(C)OC(=O)N1C(=CC2=CC=CC=C12)C=1C(N(C=C(C1)C(=O)O)COCC[Si](C)(C)C)=O (2-[5-Carboxy-2-oxo-1-(2-trimethylsilanyl-ethoxymethyl)-1,2-dihydro-pyridin-3-yl]-indole-1-carboxylic acid tert-butyl ester), O.ON1N=NC2=C1C=CC=C2 (1-hydroxybenzotriazole hydrate), C(C)(C)(C)OC(=O)N1C(=CC2=CC=CC=C12)C=1C(N(C=C(C1)C(=O)O)COCC[Si](C)(C)C)=O (2-[5-carboxy-2-oxo-1-(2-trimethylsilanyl-ethoxymethyl)-1,2-dihydro-pyridin-3-yl]-indole-1-carboxylic acid tert-butyl ester), Cl.CN(CCCN=C=NCC)C (N-(3-dimethylaminopropyl)-N′-ethylcarbodiimide hydrochloride), C(C1=CC=CC=C1)N1N=CC(=C1)N (1-benzyl-1H-pyrazol-4-ylamine). The solvent is O1CCCC1 (tetrahydrofuran). Reaction conditions: temperature 90 celsius. The product is C(C)(C)(C)OC(=O)N1C(=CC2=CC=CC=C12)C=1C(N(C=C(C1)C(NC=1C=NN(C1)CC1=CC=CC=C1)=O)COCC[Si](C)(C)C)=O (2-[5-(1-Benzyl-1H-pyrazol-4-ylcarbamoyl)-2-oxo-1-(2-trimethylsilanyl-ethoxymethyl)-1,2-dihydro-pyridin-3-yl]-indole-1-carboxylic acid tert-butyl ester). RXN SMILES: [C:1]([O:5][C:6]([N:8]1[C:16]2[C:11](=[CH:12][CH:13]=[CH:14][CH:15]=2)[CH:10]=[C:9]1[C:17]1[C:18](=[O:34])[N:19]([CH2:26][O:27][CH2:28][CH2:29][Si:30]([CH3:33])([CH3:32])[CH3:31])[CH:20]=[C:21]([C:23](O)=[O:24])[CH:22]=1)=[O:7])([CH3:4])([CH3:3])[CH3:2].Cl.CN(C)CCCN=C=NCC.O.ON1C2C=CC=CC=2N=N1.C(N(CC)C(C)C)(C)C.[CH2:67]([N:74]1[CH:78]=[C:77]([NH2:79])[CH:76]=[N:75]1)[C:68]1[CH:73]=[CH:72][CH:71]=[CH:70][CH:69]=1>O1CCCC1>[C:1]([O:5][C:6]([N:8]1[C:16]2[C:11](=[CH:12][CH:13]=[CH:14][CH:15]=2)[CH:10]=[C:9]1[C:17]1[C:18](=[O:34])[N:19]([CH2:26][O:27][CH2:28][CH2:29][Si:30]([CH3:33])([CH3:32])[CH3:31])[CH:20]=[C:21]([C:23](=[O:24])[NH:79][C:77]2[CH:76]=[N:75][N:74]([CH2:67][C:68]3[CH:69]=[CH:70][CH:71]=[CH:72][CH:73]=3)[CH:78]=2)[CH:22]=1)=[O:7])([CH3:4])([CH3:3])[CH3:2] |f:1.2,3.4|. Procedure details: Intermediate (1c), 2-[5-carboxy-2-oxo-1-(2-trimethylsilanyl-ethoxymethyl)-1,2-dihydro-pyridin-3-yl]-indole-1-carboxylic acid tert-butyl ester (300 mg, 0.62 mmol), N-(3-dimethylaminopropyl)-N′-ethylcarbodiimide hydrochloride (357 mg, 1.86 mmol), 1-hydroxybenzotriazole hydrate (251 mg, 1.86 mmol), N,N-diisopropylethylamine (320 mg, 0.431 mL, 2.48 mmol), 1-benzyl-1H-pyrazol-4-ylamine (322 mg, 1.86 mmol) and tetrahydrofuran (12 mL) were combined in a 20 mL microwave vial. The contents of the vial we... Reactants: OC[C@]12CCC(C=C1CC[C@H]1[C@@H]3CCC([C@@]3(C)CC[C@H]21)=O)=O (19-hydroxy-4-androstene-3,17-dione), C[Si](Cl)(C)C (trimethylchlorosilane), N1=CC=CC=C1 (pyridine). Run in C1=CC=CC=C1 (benzene). Yields the product C[Si](OC[C@]12CCC(C=C1CC[C@H]1[C@@H]3CCC([C@@]3(C)CC[C@H]21)=O)=O)(C)C (19-(trimethylsiloxy)-4-androstene-3,17-dione), ( ε14,700 ). Reaction SMILES: [OH:1][CH2:2][C@@:3]12[C@@H:20]3[C@H:11]([C@H:12]4[C@@:16]([CH2:18][CH2:19]3)([CH3:17])[C:15](=[O:21])[CH2:14][CH2:13]4)[CH2:10][CH2:9][C:8]1=[CH:7][C:6](=[O:22])[CH2:5][CH2:4]2.[CH3:23][Si:24]([CH3:27])([CH3:26])Cl.N1C=CC=CC=1>C1C=CC=CC=1>[CH3:23][Si:24]([CH3:27])([CH3:26])[O:1][CH2:2][C@@:3]12[C@@H:20]3[C@H:11]([C@H:12]4[C@@:16]([CH2:18][CH2:19]3)([CH3:17])[C:15](=[O:21])[CH2:14][CH2:13]4)[CH2:10][CH2:9][C:8]1=[CH:7][C:6](=[O:22])[CH2:5][CH2:4]2. Procedure: A mixture of 9.0 gm (0.03 mole) of 19-hydroxy-4-androstene-3,17-dione, 4.3 gm (0.04 mole) of trimethylchlorosilane and 3.2 gm (0.04 mole) of pyridine is refluxed in 100 ml of benzene for a period of 18 hours. The resulting suspension is filtered, the volatiles removed in vacuo and concentrated to a yellow oil. The oil is placed upon a silica gel chromatographic column packed in chloroform and eluted with chloroform. The chloroform eluate is evaporated to dryness in vacuo and the residue is recry...